This data is from the Open Reaction Database (ORD), a public repository of structured organic reaction records. The task is: describe an organic reaction: reactants, conditions, products, and yield Reactants: Cl, OB(O)c1ccc(OCCOC2CCCCO2)c(C(F)(F)F)c1. Product: OCCOc1ccc(B(O)O)cc1C(F)(F)F. Reaction SMILES: [ClH:24].[O:1]1[CH2:2][CH2:3][CH2:4][CH2:5][CH:6]1[O:7][CH2:8][CH2:9][O:10][c:11]1[c:12]([C:20]([F:21])([F:22])[F:23])[cH:13][c:14]([B:17]([OH:18])[OH:19])[cH:15][cH:16]1>>[OH:7][CH2:8][CH2:9][O:10][c:11]1[c:12]([C:20]([F:21])([F:22])[F:23])[cH:13][c:14]([B:17]([OH:18])[OH:19])[cH:15][cH:16]1.